From a dataset of the Open Reaction Database (ORD), a public repository of structured organic reaction records. describe an organic reaction: reactants, conditions, products, and yield Reactants: C(C)(C)(C)OC(=O)N1CCN(CC1)C=1C(N(N=C(C1C)C1=CC(=C(C=C1)C)F)CC(C)C)=O (4-(4-tert-butoxycarbonyl-1-piperazinyl)-methyl-6-(3-fluoro-4-methylphenyl)-2-isobutyl-2H-pyridazin-3-one), C(C=CC1=CC=CC=C1)N1N=C(C=C(C1=O)COS(=O)(=O)C)C1=CC(=C(C=C1)F)C (2-cinnamyl-6-(4-fluoro-3-methylphenyl)-4-methanesulfonyloxymethyl-2H-pyridazin-3-one), CN1CCNCC1 (1-methylpiperazine). Product: C(C=CC1=CC=CC=C1)N1N=C(C=C(C1=O)CN1CCN(CC1)C)C1=CC(=C(C=C1)F)C (2-cinnamyl-6-(4-fluoro-3-methyl-phenyl)-4-(4-methyl-1-piperazinyl)methyl-2H-pyridazin-3-one). Isolated yield 80.1%. Reaction SMILES: C(O[C:6]([N:8]1[CH2:13][CH2:12][N:11](C2C(=O)N(CC(C)C)N=C(C3C=CC(C)=C(F)C=3)C=2C)[CH2:10][CH2:9]1)=O)(C)(C)C.[CH2:34]([N:43]1[C:48](=[O:49])[C:47]([CH2:50]OS(C)(=O)=O)=[CH:46][C:45]([C:56]2[CH:61]=[CH:60][C:59]([F:62])=[C:58]([CH3:63])[CH:57]=2)=[N:44]1)[CH:35]=[CH:36][C:37]1[CH:42]=[CH:41][CH:40]=[CH:39][CH:38]=1.CN1CCNCC1>>[CH2:34]([N:43]1[C:48](=[O:49])[C:47]([CH2:50][N:11]2[CH2:12][CH2:13][N:8]([CH3:6])[CH2:9][CH2:10]2)=[CH:46][C:45]([C:56]2[CH:61]=[CH:60][C:59]([F:62])=[C:58]([CH3:63])[CH:57]=2)=[N:44]1)[CH:35]=[CH:36][C:37]1[CH:42]=[CH:41][CH:40]=[CH:39][CH:38]=1. Reported procedure: Following the procedure of Example 1 (10), 2-cinnamyl-6-(4-fluoro-3-methylphenyl)-4-methanesulfonyloxymethyl-2H-pyridazin-3-one and 1-methylpiperazine were reacted to yield the title compound as a yellow oil (yield: 80.1%). Solvent: CC(=O)C (acetone). Isolated yield 90.5%. Yields the product OC1=C(C=C(C2=CC=CC(=C12)CCC)/C=C(/C(=O)O)\C)OC ((E)-3-(4-hydroxy-3-methoxy-5-propyl-1-naphthyl)-2-methylpropenoic acid). As a reaction SMILES: [CH3:1][O:2][C:3]1[CH:4]=[C:5](/[CH:20]=[C:21](\[CH3:25])/[C:22]([OH:24])=[O:23])[C:6]2[C:11]([C:12]=1[O:13]COC)=[C:10]([CH2:17][CH2:18][CH3:19])[CH:9]=[CH:8][CH:7]=2.O.Cl>CC(C)=O>[OH:13][C:12]1[C:11]2[C:6](=[CH:7][CH:8]=[CH:9][C:10]=2[CH2:17][CH2:18][CH3:19])[C:5](/[CH:20]=[C:21](\[CH3:25])/[C:22]([OH:24])=[O:23])=[CH:4][C:3]=1[O:2][CH3:1]. Procedure: 1.9 g of (E)-3-(3-methoxy-4-methoxymethoxy-5-propyl-1-naphthyl)-2-methylpropenoic acid was dissolved in 80 ml of acetone and 40 ml of water and 3 ml of concentrated hydrochloric acid was added, followed by stirring at 50° C. for 2 hours. After cooling to room temperature the reaction mixture was poured into water, and the resultant crystals were filtered and washed with hexane. 1.5 g of the titled compound was obtained as pale yellow crystals. Run at temperature 50 celsius, time 2 hour. Starting materials: O (water), O (water), Cl (hydrochloric acid), COC=1C=C(C2=CC=CC(=C2C1OCOC)CCC)/C=C(/C(=O)O)\C ((E)-3-(3-methoxy-4-methoxymethoxy-5-propyl-1-naphthyl)-2-methylpropenoic acid). Starting materials: C1CCNCC1, ClCCl, COC1=C(OC)C(=O)C(Cc2ccc(-c3cccc(OC)c3)c(C(=O)O)c2)=C(C)C1=O, CN(C)c1ccncc1. Yields the product COC1=C(OC)C(=O)C(Cc2ccc(-c3cccc(OC)c3)c(C(=O)N3CCCCC3)c2)=C(C)C1=O. As a reaction SMILES: [CH2:32]1[CH2:33][CH2:34][NH:35][CH2:36][CH2:37]1.[CH2:38]([Cl:39])[Cl:40].[CH3:1][O:2][C:3]1=[C:8]([O:9][CH3:10])[C:7](=[O:11])[C:6]([CH2:12][c:13]2[cH:14][cH:15][c:16](-[c:22]3[cH:23][c:24]([O:28][CH3:29])[cH:25][cH:26][cH:27]3)[c:17]([C:18](=[O:19])[OH:20])[cH:21]2)=[C:5]([CH3:30])[C:4]1=[O:31].[CH3:41][N:42]([CH3:43])[c:44]1[cH:45][cH:46][n:47][cH:48][cH:49]1>>[CH3:1][O:2][C:3]1=[C:8]([O:9][CH3:10])[C:7](=[O:11])[C:6]([CH2:12][c:13]2[cH:14][cH:15][c:16](-[c:22]3[cH:23][c:24]([O:28][CH3:29])[cH:25][cH:26][cH:27]3)[c:17]([C:18](=[O:19])[N:35]3[CH2:34][CH2:33][CH2:32][CH2:37][CH2:36]3)[cH:21]2)=[C:5]([CH3:30])[C:4]1=[O:31]. Reactants: CC(C)(C)OC(=O)n1nc(N)c2cc([N+](=O)[O-])ccc21, CO. The product is CC(C)(C)OC(=O)n1nc(N)c2cc(N)ccc21. RXN SMILES: [C:1]([CH3:2])([CH3:3])([CH3:4])[O:5][C:6](=[O:7])[n:8]1[n:9][c:10]([NH2:20])[c:11]2[cH:12][c:13]([N+:17]([O-:18])=[O:19])[cH:14][cH:15][c:16]12.[CH3:21][OH:22]>>[C:1]([CH3:2])([CH3:3])([CH3:4])[O:5][C:6](=[O:7])[n:8]1[n:9][c:10]([NH2:20])[c:11]2[cH:12][c:13]([NH2:17])[cH:14][cH:15][c:16]12. The reactants are C=C(C)CC1(c2ccccc2)CCCN(C(C)c2ccc(Br)cc2)C(=O)O1, ClCCl, O=C(OO)c1cccc(Cl)c1. Yields the product CC(c1ccc(Br)cc1)N1CCCC(CC2(C)CO2)(c2ccccc2)OC1=O. As a reaction SMILES: [Br:1][c:2]1[cH:3][cH:4][c:5]([CH:8]([CH3:9])[N:10]2[C:11](=[O:27])[O:12][C:13]([c:17]3[cH:18][cH:19][cH:20][cH:21][cH:22]3)([CH2:23][C:24](=[CH2:25])[CH3:26])[CH2:14][CH2:15][CH2:16]2)[cH:6][cH:7]1.[Cl:39][CH2:40][Cl:41].[OH:28][O:29][C:30]([c:31]1[cH:32][c:33]([Cl:34])[cH:35][cH:36][cH:37]1)=[O:38]>>[Br:1][c:2]1[cH:3][cH:4][c:5]([CH:8]([CH3:9])[N:10]2[C:11](=[O:27])[O:12][C:13]([c:17]3[cH:18][cH:19][cH:20][cH:21][cH:22]3)([CH2:23][C:24]3([CH3:26])[CH2:25][O:28]3)[CH2:14][CH2:15][CH2:16]2)[cH:6][cH:7]1. The reactants are CCOC(=O)N1C(=O)c2ccccc2C1=O, CC#N, COc1ccc(C(N)CC(=O)O)cc1, [Na+], [Na+], O=C([O-])[O-], O. Product: COc1ccc(C(CC(=O)O)N2C(=O)c3ccccc3C2=O)cc1. RXN SMILES: [C:21]([N:22]1[C:27](=[O:36])[c:28]2[c:29]([cH:32][cH:33][cH:34][cH:35]2)[C:30]1=[O:31])([O:23][CH2:24][CH3:25])=[O:26].[C:38](#[N:39])[CH3:40].[NH2:1][CH:2]([CH2:3][C:4](=[O:5])[OH:6])[c:7]1[cH:8][cH:9][c:10]([O:13][CH3:14])[cH:11][cH:12]1.[Na+:15].[Na+:16].[O-:17][C:18](=[O:19])[O-:20].[OH2:37]>>[N:1]1([CH:2]([CH2:3][C:4](=[O:5])[OH:6])[c:7]2[cH:8][cH:9][c:10]([O:13][CH3:14])[cH:11][cH:12]2)[C:27](=[O:36])[c:28]2[c:29]([cH:32][cH:33][cH:34][cH:35]2)[C:30]1=[O:31].